Dataset: the Open Reaction Database (ORD), a public repository of structured organic reaction records. Task: describe an organic reaction: reactants, conditions, products, and yield The reactants are [N+](=O)([O-])C=1C=C(C=CC1)C=1C2=C(N=CN1)NC=C2C(=O)OCC (ethyl 4-(3-nitrophenyl)-7H-pyrrolo[2,3-d]pyrimidine-5-carboxylate). Reagents/catalysts: [Pt] (Pt on carbon). Solvent: CO (methanol), C(Cl)Cl (CH2Cl2). Run at time 8 hour. Product: NC=1C=C(C=CC1)C=1C2=C(N=CN1)NC=C2C(=O)OCC (ethyl 4-(3-aminophenyl)-7H-pyrrolo[2,3-d]pyrimidine-5-carboxylate). As a reaction SMILES: [N+:1]([C:4]1[CH:5]=[C:6]([C:10]2[C:11]3[C:18]([C:19]([O:21][CH2:22][CH3:23])=[O:20])=[CH:17][NH:16][C:12]=3[N:13]=[CH:14][N:15]=2)[CH:7]=[CH:8][CH:9]=1)([O-])=O>CO.C(Cl)Cl.[Pt]>[NH2:1][C:4]1[CH:5]=[C:6]([C:10]2[C:11]3[C:18]([C:19]([O:21][CH2:22][CH3:23])=[O:20])=[CH:17][NH:16][C:12]=3[N:13]=[CH:14][N:15]=2)[CH:7]=[CH:8][CH:9]=1. Procedure details: To ethyl 4-(3-nitrophenyl)-7H-pyrrolo[2,3-d]pyrimidine-5-carboxylate (7.60 g, 24.3 mmol) in methanol (40.6 mL) and CH2Cl2 (40.6 mL) was added 3% Pt on carbon doped with 0.6% V (4.75 g, 0.730 mmol) and the mixture was stirred under a H2 balloon overnight. The mixture was filtered with celite and washed with DCM and MeOH solution to give ethyl 4-(3-aminophenyl)-7H-pyrrolo[2,3-d]pyrimidine-5-carboxylate after removal of solvent. LRMS (ESI) calc'd for C15H15N4O2 [M+H]+: 283, found 283. 1H NMR (600 M... Starting materials: C(=O)=O (dry ice), O (water), C(C1=CC=CC=C1)N1C=NC2=C1C=CC=C2 (1-benzylbenzimidazole), C(CCC)[Li] (n-butyllithium). Procedure details: A solution of 2.08 g (10 mmol) of 1-benzylbenzimidazole in 200 ml of dry tetrahydrofuran was cooled under N2 atmosphere to -78° C. and treated with 8.0 ml (20 mmol) of n-butyllithium. The resulting solution was warmed to 0° C. for 0.5 h, recooled to -78° C., and poured into a mixture of excess dry ice in 200 ml of tetrahydrofuran. After being allowed to warm, the solution was treated with 200 ml of water, washed with ether, neutralized, and washed with ether. The aqueous layer was concentrated i... The solvent is O1CCCC1 (tetrahydrofuran), O1CCCC1 (tetrahydrofuran). As a reaction SMILES: [CH2:1]([N:8]1[C:12]2[CH:13]=[CH:14][CH:15]=[CH:16][C:11]=2[N:10]=[CH:9]1)[C:2]1[CH:7]=[CH:6][CH:5]=[CH:4][CH:3]=1.C([Li])CCC.[C:22](=[O:24])=[O:23].O>O1CCCC1>[CH2:1]([N:8]1[C:12]2[CH:13]=[CH:14][CH:15]=[CH:16][C:11]=2[N:10]=[C:9]1[C:22]([OH:24])=[O:23])[C:2]1[CH:3]=[CH:4][CH:5]=[CH:6][CH:7]=1. Run at temperature 0 celsius. The yield is 80.0%. The product is C(C1=CC=CC=C1)N1C(=NC2=C1C=CC=C2)C(=O)O (1-Benzylbenzimidazole-2-carboxylic Acid). The reactants are C(C)N1C(C2(CC1=O)CNC(C2)=O)=O (2-ethyl-2,7diazaspiro[4.4]nonane-1,3,8-trione), C(C1=CC=CC=C1)Cl (benzyl chloride), [H-].[Na+] (sodium hydride), suspension. Solvent: CN(C=O)C (N,N-dimethylformamide), CN(C=O)C (N,N-dimethylformamide). Reaction conditions: time 15 minute. The product is C(C)N1C(C2(CC1=O)CN(C(C2)=O)CC2=CC=CC=C2)=O (2-Ethyl-7-benzyl-2,7-diazaspiro[4.4]nonane-1,3,8-trione). Yield: 76.0%. Reaction SMILES: [H-].[Na+].[CH2:3]([N:5]1[C:9](=[O:10])[CH2:8][C:7]2([CH2:14][C:13](=[O:15])[NH:12][CH2:11]2)[C:6]1=[O:16])[CH3:4].[CH2:17](Cl)[C:18]1[CH:23]=[CH:22][CH:21]=[CH:20][CH:19]=1>CN(C)C=O>[CH2:3]([N:5]1[C:9](=[O:10])[CH2:8][C:7]2([CH2:14][C:13](=[O:15])[N:12]([CH2:17][C:18]3[CH:23]=[CH:22][CH:21]=[CH:20][CH:19]=3)[CH2:11]2)[C:6]1=[O:16])[CH3:4] |f:0.1|. Reported procedure: A suspension of sodium hydride (2.20 g of 60% oil suspension (0.055 mole) washed with toluene) in 50 ml N,N-dimethylformamide was treated gradually with a solution of 10.0 g (0.051 mole) 2-ethyl-2,7diazaspiro[4.4]nonane-1,3,8-trione in 100 ml N,N-dimethylformamide. After stirring 15 minutes, there was added dropwise 6.4 ml (0.055 mole) benzyl chloride and the mixture was stirred overnight, concentrated in vacuo and shaken with water-methylene chloride. The organic layers were dried, evaporated, ... Starting materials: COC(=O)C=1SC(=CC1NC1CCC(CC1)N1N=CN=C1)C#CC(C)(C)C (5-(3,3-Dimethyl-but-1-ynyl)-3-(4-[1,2,4]triazol-1-yl-cyclohexylamino)-thiophene-2-carboxylic acid methyl ester), C[C@@H]1CC[C@H](CC1)C(=O)Cl (trans-4-methylcyclohexyl carboxylic acid chloride). Yields the product COC(=O)C=1SC(=CC1N(C1CCC(CC1)N1N=CN=C1)C(=O)[C@@H]1CC[C@H](CC1)C)C#CC(C)(C)C (5-(3,3-dimethyl-but-1-ynyl)-3-[(trans-4-methyl-cyclohexanecarbonyl)-(4-[1,2,4]triazol-1-yl-cyclohexyl)-amino]-thiophene-2-carboxylic acid methyl ester). RXN SMILES: [CH3:1][O:2][C:3]([C:5]1[S:6][C:7]([C:22]#[C:23][C:24]([CH3:27])([CH3:26])[CH3:25])=[CH:8][C:9]=1[NH:10][CH:11]1[CH2:16][CH2:15][CH:14]([N:17]2[CH:21]=[N:20][CH:19]=[N:18]2)[CH2:13][CH2:12]1)=[O:4].[CH3:28][C@H:29]1[CH2:34][CH2:33][C@H:32]([C:35](Cl)=[O:36])[CH2:31][CH2:30]1>>[CH3:1][O:2][C:3]([C:5]1[S:6][C:7]([C:22]#[C:23][C:24]([CH3:27])([CH3:26])[CH3:25])=[CH:8][C:9]=1[N:10]([C:35]([C@H:32]1[CH2:33][CH2:34][C@H:29]([CH3:28])[CH2:30][CH2:31]1)=[O:36])[CH:11]1[CH2:12][CH2:13][CH:14]([N:17]2[CH:21]=[N:20][CH:19]=[N:18]2)[CH2:15][CH2:16]1)=[O:4]. Reported procedure: 5-(3,3-Dimethyl-but-1-ynyl)-3-(4-[1,2,4]triazol-1-yl-cyclohexylamino)-thiophene-2-carboxylic acid methyl ester (0.27 g, 0.70 mmol) is acylated with trans-4-methylcyclohexyl carboxylic acid chloride as previously described to give 5-(3,3-dimethyl-but-1-ynyl)-3-[(trans-4-methyl-cyclohexanecarbonyl)-(4-[1,2,4]triazol-1-yl-cyclohexyl)-amino]-thiophene-2-carboxylic acid methyl ester. Starting materials: ClCC1CO1, [Na+], C1COCCO1, [OH-], O, Oc1cccc2c1CC=CC2. Yields the product C1=CCc2c(cccc2OCC2CO2)C1. Reaction SMILES: [Cl:12][CH2:13][CH:14]1[CH2:15][O:16]1.[Na+:24].[O:17]1[CH2:18][CH2:19][O:20][CH2:21][CH2:22]1.[OH-:23].[OH2:25].[c:1]1([OH:11])[cH:2][cH:3][cH:4][c:5]2[c:10]1[CH2:9][CH:8]=[CH:7][CH2:6]2>>[c:1]1([O:11][CH2:13][CH:14]2[CH2:15][O:16]2)[cH:2][cH:3][cH:4][c:5]2[c:10]1[CH2:9][CH:8]=[CH:7][CH2:6]2. Reactants: COC(=O)c1cc(Br)c(C#N)o1, NN=C(c1ccccc1)c1ccccc1, O=C([O-])[O-], CC(=O)[O-], CC(=O)[O-], Cc1ccccc1, [Cs+], [Cs+], [Pd+2]. The product is COC(=O)c1cc(NN=C(c2ccccc2)c2ccccc2)c(C#N)o1. RXN SMILES: [Br:7][c:8]1[cH:9][c:10]([C:15](=[O:16])[O:17][CH3:18])[o:11][c:12]1[C:13]#[N:14].[C:19]([c:20]1[cH:21][cH:22][cH:23][cH:24][cH:25]1)([c:26]1[cH:27][cH:28][cH:29][cH:30][cH:31]1)=[N:32][NH2:33].[C:1](=[O:2])([O-:3])[O-:4].[C:41]([O-:42])(=[O:43])[CH3:44].[C:46]([O-:47])(=[O:48])[CH3:49].[CH3:34][c:35]1[cH:36][cH:37][cH:38][cH:39][cH:40]1.[Cs+:5].[Cs+:6].[Pd+2:45]>>[c:8]1([NH:33][N:32]=[C:19]([c:20]2[cH:21][cH:22][cH:23][cH:24][cH:25]2)[c:26]2[cH:27][cH:28][cH:29][cH:30][cH:31]2)[cH:9][c:10]([C:15](=[O:16])[O:17][CH3:18])[o:11][c:12]1[C:13]#[N:14]. Starting materials: CCOC(Cc1ccc(OCc2nc(-c3ccccc3F)oc2C)cc1C(F)(F)F)C(=O)OC, [Li+], [OH-]. The product is CCOC(Cc1ccc(OCc2nc(-c3ccccc3F)oc2C)cc1C(F)(F)F)C(=O)O. RXN SMILES: [CH3:1][O:2][C:3]([CH:4]([CH2:5][c:6]1[c:7]([C:27]([F:28])([F:29])[F:30])[cH:8][c:9]([O:12][CH2:13][c:14]2[n:15][c:16](-[c:20]3[c:21]([F:26])[cH:22][cH:23][cH:24][cH:25]3)[o:17][c:18]2[CH3:19])[cH:10][cH:11]1)[O:31][CH2:32][CH3:33])=[O:34].[Li+:36].[OH-:35]>>[O:2]=[C:3]([CH:4]([CH2:5][c:6]1[c:7]([C:27]([F:28])([F:29])[F:30])[cH:8][c:9]([O:12][CH2:13][c:14]2[n:15][c:16](-[c:20]3[c:21]([F:26])[cH:22][cH:23][cH:24][cH:25]3)[o:17][c:18]2[CH3:19])[cH:10][cH:11]1)[O:31][CH2:32][CH3:33])[OH:34].